This data is from the Open Reaction Database (ORD), a public repository of structured organic reaction records. The task is: describe an organic reaction: reactants, conditions, products, and yield Starting materials: Cl (hydrochloric acid), [N+](=O)([O-])C=1C=C(C=CC1O)C(C(OC(C(OC(C(C1=CC(=C(C=C1)O)[N+](=O)[O-])(F)F)(F)F)(F)F)(F)F)(F)F)(F)F (1,8-bis(3-nitro-4-hydroxyphenyl)perfluoro-3,6-dioxaoctane), [H][H] (hydrogen). Reagents/catalysts: [Pd] (Pd/C). Run in C(C)O (ethanol). Reaction conditions: time 8 hour. Product: NC=1C=C(C=CC1O)C(C(OC(C(OC(C(C1=CC(=C(C=C1)O)N)(F)F)(F)F)(F)F)(F)F)(F)F)(F)F (1,8-Bis(3-amino-4-hydroxyphenyl)perfluoro-3,6-dioxaoctane). Isolated yield 53.0%. As a reaction SMILES: [N+:1]([C:4]1[CH:5]=[C:6]([C:11]([F:40])([F:39])[C:12]([F:38])([F:37])[O:13][C:14]([F:36])([F:35])[C:15]([F:34])([F:33])[O:16][C:17]([F:32])([F:31])[C:18]([F:30])([F:29])[C:19]2[CH:24]=[CH:23][C:22]([OH:25])=[C:21]([N+:26]([O-])=O)[CH:20]=2)[CH:7]=[CH:8][C:9]=1[OH:10])([O-])=O.Cl.[H][H]>C(O)C.[Pd]>[NH2:26][C:21]1[CH:20]=[C:19]([C:18]([F:29])([F:30])[C:17]([F:31])([F:32])[O:16][C:15]([F:33])([F:34])[C:14]([F:35])([F:36])[O:13][C:12]([F:37])([F:38])[C:11]([F:40])([F:39])[C:6]2[CH:7]=[CH:8][C:9]([OH:10])=[C:4]([NH2:1])[CH:5]=2)[CH:24]=[CH:23][C:22]=1[OH:25]. Procedure: A solution of 1,8-bis(3-nitro-4-hydroxyphenyl)perfluoro-3,6-dioxaoctane (6.10 g, 0.010 mole) in 185 ml of ethanol was deoxygenated by passing nitrogen through the boiling solution for 14 minutes. Concentrated hydrochloric acid (37 ml, 0.44 mole) and 10% Pd/C(0.75 g) were added to the cooled solution and the catalytic reduction was run overnight at room temperature and 50 psi of hydrogen. The catalyst was filtered off and the water white solution reduced to dryness under water aspirator pressure....